From a dataset of the Open Reaction Database (ORD), a public repository of structured organic reaction records. describe an organic reaction: reactants, conditions, products, and yield Starting materials: N1C(C2(C3=CC=CC=C13)COC=1C2=CC2=C(OCO2)C1)=O (spiro[furo[2,3-f][1,3]benzodioxole-7,3′-indol]-2′(1′H)-one), BrCC=1OC(=CC1)C(F)(F)F (2-(bromomethyl)-5-(trifluoromethyl)furan), CC1(C=2C(OC1)=CC=1OCC3(C(NC4=CC=CC=C34)=O)C1C2)C (5,5-dimethyl-5,6-dihydrospiro[benzo[1,2-b:5,4-b′]difuran-3,3′-indol]-2′(1′H)-one), BrCC1C(C1)C (1-(bromomethyl)-2-methylcyclopropane). Procedure details: Following the procedure described in EXAMPLE 10.21, and making non-critical variations using spiro[furo[2,3-f][1,3]benzodioxole-7,3′-indol]-2′(1′H)-one to replace 5,5-dimethyl-5,6-dihydrospiro[benzo[1,2-b:5,4-b′]difuran-3,3′-indol]-2′(1′H)-one, and 1-(bromomethyl)-2-methylcyclopropane to replace 2-(bromomethyl)-5-(trifluoromethyl)furan, the title compound was obtained (37%) as a white solid: MS (ES+) m/z 350.3 (M+1). As a reaction SMILES: [NH:1]1[C:9]2[C:4](=[CH:5][CH:6]=[CH:7][CH:8]=2)[C:3]2([C:13]3=[CH:14][C:15]4[O:19][CH2:18][O:17][C:16]=4[CH:20]=[C:12]3[O:11][CH2:10]2)[C:2]1=[O:21].CC1(C)COC2=CC3OC[C:32]4([C:42]=3[CH:43]=C12)[C:40]1[C:35](=CC=CC=1)NC4=O.BrCC1CC1C.BrCC1OC(C(F)(F)F)=CC=1>>[CH3:35][CH:40]1[CH2:32][CH:42]1[CH2:43][N:1]1[C:9]2[C:4](=[CH:5][CH:6]=[CH:7][CH:8]=2)[C:3]2([C:13]3=[CH:14][C:15]4[O:19][CH2:18][O:17][C:16]=4[CH:20]=[C:12]3[O:11][CH2:10]2)[C:2]1=[O:21]. The product is CC1C(C1)CN1C(C2(C3=CC=CC=C13)COC=1C2=CC2=C(OCO2)C1)=O (1′-[(2-methylcyclopropyl)methyl]spiro[furo[2,3-f][1,3]benzodioxole-7,3′-indol]-2′(1′H)-one). Reactants: CC(Cl)c1cccnc1, COc1cc(C(=O)O)on1. The reagents and catalysts are O=C([O-])[O-].[Cs+].[Cs+] (cesium carbonate), [I-].[K+] (potassium iodide). The solvent is CN(C)C=O (DMF), CN(C)C=O (dmf), CN(C)C=O (DMF). Conditions: temperature 70 celsius, time 16 hour. The product is COc1cc(C(=O)OC(C)c2cccnc2)on1. The reactants are [N+](#[C-])C=1C=C2CCC(C2=CC1)=O (5-isocyano-2,3-dihydroinden-1-one), oxime, [Si](C)(C)(C(C)(C)C)ON (O-(tert-butyldimethylsilyl)hydroxylamine), S(=O)(=O)(C1=CC=C(C)C=C1)O.O (TsOH-H2O). The solvent is C(Cl)(Cl)Cl (CHCl3). The product is [Si](C)(C)(C(C)(C)C)ON=C1CCC2=CC(=CC=C12)[N+]#[C-] (5-isocyano-2,3-dihydroinden-1-one O-tert-butyldimethylsilyl oxime). Yield: 74.9%. As a reaction SMILES: [N+:1]([C:3]1[CH:4]=[C:5]2[C:9](=[CH:10][CH:11]=1)[C:8](=O)[CH2:7][CH2:6]2)#[C-:2].[Si:13]([O:20][NH2:21])([C:16]([CH3:19])([CH3:18])[CH3:17])([CH3:15])[CH3:14].S(O)(C1C=CC(C)=CC=1)(=O)=O.O>C(Cl)(Cl)Cl>[Si:13]([O:20][N:21]=[C:8]1[C:9]2[C:5](=[CH:4][C:3]([N+:1]#[C-:2])=[CH:11][CH:10]=2)[CH2:6][CH2:7]1)([C:16]([CH3:19])([CH3:18])[CH3:17])([CH3:15])[CH3:14] |f:2.3|. Procedure: 5-isocyano-2,3-dihydroinden-1-one (6) (3.00 g, 19.1 mmol) was combined with 1.4 eq. of O-(tert-butyldimethylsilyl)hydroxylamine (3.94 g, 26.7 mmol) and TsOH-H2O (0.363 g, 1.91 mmol) in 100 mL CHCl3 and heated to reflux overnight. TLC showed a small amount of remaining starting material and two non-polar spots corresponding to the oxime isomers. The reaction mixture was filtered and concentrated to a brown semi-solid, then purified immediately by loading onto a silica column with DCM and eluting ... Reactants: O=C([O-])[O-], C1CCNC1, Fc1cnccc1-c1nc2cc(C(F)(F)F)ccc2o1, [K+], [K+], CN(C)C=O, O. Yields the product FC(F)(F)c1ccc2oc(-c3ccncc3N3CCCC3)nc2c1. As a reaction SMILES: [C:26](=[O:27])([O-:28])[O-:29].[CH2:21]1[CH2:22][CH2:23][NH:24][CH2:25]1.[F:1][c:2]1[cH:3][n:4][cH:5][cH:6][c:7]1-[c:8]1[o:9][c:10]2[c:11]([n:12]1)[cH:13][c:14]([C:17]([F:18])([F:19])[F:20])[cH:15][cH:16]2.[K+:30].[K+:31].[O:32]=[CH:33][N:34]([CH3:35])[CH3:36].[OH2:37]>>[c:2]1([N:24]2[CH2:23][CH2:22][CH2:21][CH2:25]2)[cH:3][n:4][cH:5][cH:6][c:7]1-[c:8]1[o:9][c:10]2[c:11]([n:12]1)[cH:13][c:14]([C:17]([F:18])([F:19])[F:20])[cH:15][cH:16]2. Reactants: OC=1C=C(C=O)C=CC1O (3,4-dihydroxybenzaldehyde), C(#N)CC(=O)N (cyanoacetamide). Product: C(#N)C(C(=O)N)=CC1=CC(=C(C=C1)O)O (α-Cyano-3,4-dihydroxycinnamamide). The yield is 71.0%. As a reaction SMILES: [OH:1][C:2]1[CH:3]=[C:4]([CH:7]=[CH:8][C:9]=1[OH:10])[CH:5]=O.[C:11]([CH2:13][C:14]([NH2:16])=[O:15])#[N:12]>>[C:11]([C:13](=[CH:5][C:4]1[CH:7]=[CH:8][C:9]([OH:10])=[C:2]([OH:1])[CH:3]=1)[C:14]([NH2:16])=[O:15])#[N:12]. Reported procedure: Reaction of 2.4 g (10 mmol) 3,4-dihydroxybenzaldehyde and 0.9 g (10.7 mmol) cyanoacetamide by the procedure described in Example 1 above gave 1.45 g (70% yield) of product as a yellow solid, m.p. 247° C. The reactants are CCCCC(=O)Cl, Nc1ccc([N+](=O)[O-])cc1Cl, Cl, c1ccncc1. Yields the product CCCCC(=O)Nc1ccc([N+](=O)[O-])cc1Cl. RXN SMILES: [C:1]([CH2:2][CH2:3][CH2:4][CH3:5])(=[O:6])[Cl:7].[Cl:8][c:9]1[c:10]([NH2:11])[cH:12][cH:13][c:14]([N+:16](=[O:17])[O-:18])[cH:15]1.[ClH:19].[cH:20]1[cH:21][cH:22][n:23][cH:24][cH:25]1>>[C:1]([CH2:2][CH2:3][CH2:4][CH3:5])(=[O:6])[NH:11][c:10]1[c:9]([Cl:8])[cH:15][c:14]([N+:16](=[O:17])[O-:18])[cH:13][cH:12]1. Reaction SMILES: [ClH:1].[CH3:2][N:3]([CH2:5][CH:6]1[CH2:11][CH:10]([CH2:12][C:13]2[CH:18]=[CH:17][C:16]([CH3:19])=[CH:15][CH:14]=2)[CH2:9][CH2:8][C:7]1=[O:20])[CH3:4].Br[C:22]1[CH:27]=[CH:26][CH:25]=[C:24]([O:28][CH3:29])[CH:23]=1>>[ClH:1].[CH3:2][N:3]([CH2:5][CH:6]1[CH2:11][CH:10]([CH2:12][C:13]2[CH:14]=[CH:15][C:16]([CH3:19])=[CH:17][CH:18]=2)[CH2:9][CH2:8][C:7]1([C:22]1[CH:27]=[CH:26][CH:25]=[C:24]([O:28][CH3:29])[CH:23]=1)[OH:20])[CH3:4] |f:0.1,3.4|. Isolated yield 39.0%. Yields the product Cl.CN(C)CC1C(CCC(C1)CC1=CC=C(C=C1)C)(O)C1=CC(=CC=C1)OC ((1RS,2RS,4SR)-2-dimethylaminomethyl-1-(3-methoxy-phenyl)-4-(4-methylbenzyl)-cyclohexanol hydrochloride). Procedure: The base of compound (42) was reacted with 1-bromo-3-methoxy-benzene corresponding to the conditions described in Example 1. The base obtained was purified with 7:1 ether/methanol via a silica gel column and was taken up in ether. After adding trimethylchlorosilane/water, compound (44) was obtained in a yield of 39% theoretical. The reactants are Cl.CN(C)CC1C(CCC(C1)CC1=CC=C(C=C1)C)=O (2-dimethylaminomethyl-4-(4-methyl-benzyl)-cyclohexanone hydrochloride), BrC1=CC(=CC=C1)OC (1-bromo-3-methoxy-benzene). Reactants: ClC=1SC(=C(N1)C(F)(F)F)C(=O)Cl (2-Chloro-4-Trifluoromethyl-5-Thiazolecarboxylic Acid Chloride), C(C)NCC (diethylamine). The solvent is CCOCC (ether), CCOCC (ether). Product: C(C)N(C(=O)C1=C(N=C(S1)Cl)C(F)(F)F)CC (N,N-Diethyl-2-Chloro-4-Trifluoromethyl-5-Thiazolecarboxamide). The yield is 89.4%. As a reaction SMILES: [Cl:1][C:2]1[S:3][C:4]([C:11](Cl)=[O:12])=[C:5]([C:7]([F:10])([F:9])[F:8])[N:6]=1.[CH2:14]([NH:16][CH2:17][CH3:18])[CH3:15]>CCOCC>[CH2:14]([N:16]([CH2:17][CH3:18])[C:11]([C:4]1[S:3][C:2]([Cl:1])=[N:6][C:5]=1[C:7]([F:10])([F:9])[F:8])=[O:12])[CH3:15]. Procedure: To a well-stirred solution of 4.0 g (0.0160 mole) of the acid chloride of Example 16 in 20 ml. of ether was added dropwise 2.34 g (0.032 mole) of diethylamine in 5 ml. of ether. The insoluble salt was filtered. The ether solution was washed with water, dried and concentrated under reduced pressure. The residue was crystallized from hexane at low temperature to give 4.1 g of the desired product, m.p. 40°-41° C. Starting materials: CC1(C(C(C=2C(=CC=3C(=NON3)C2)O1)N)O)C (7,8-dihydro-6,6-dimethyl-7-hydroxy-8-amino-6H-pyrano[2,3-f]benzo-2,1,3-oxadiazole), C1(=CC=CC=C1)N=C=O (phenyl isocyanate). Solvent: C(C)(C)OC(C)C (isopropyl ether), C(C)O (ethanol). The product is O[C@@H]1C(OC=2C([C@H]1NC(=O)NC1=CC=CC=C1)=CC1=NON=C1C2)(C)C ((trans)-N-(7,8-Dihydro-7-hydroxy-6,6-dimethyl-6H-[1]benzopyrano[6,7-c][1,2,5]oxadiazol-8-yl)-N'-phenylurea). Isolated yield 47.9%. RXN SMILES: [CH3:1][C:2]1([CH3:17])[O:14][C:6]2=[CH:7][C:8]3[C:9]([CH:13]=[C:5]2[CH:4]([NH2:15])[CH:3]1[OH:16])=[N:10][O:11][N:12]=3.[C:18]1([N:24]=[C:25]=[O:26])[CH:23]=[CH:22][CH:21]=[CH:20][CH:19]=1>C(O)C.C(OC(C)C)(C)C>[OH:16][C@H:3]1[C@H:4]([NH:15][C:25]([NH:24][C:18]2[CH:23]=[CH:22][CH:21]=[CH:20][CH:19]=2)=[O:26])[C:5]2=[CH:13][C:9]3[C:8]([CH:7]=[C:6]2[O:14][C:2]1([CH3:17])[CH3:1])=[N:12][O:11][N:10]=3. Reported procedure: To a solution of 7,8-dihydro-6,6-dimethyl-7-hydroxy-8-amino-6H-pyrano[2,3-f]benzo-2,1,3-oxadiazole (0.25 g, 1.06 mmoles) (prepared as described in part I of Example 1) in ethanol (2.5 ml) at 60° C. was added phenyl isocyanate (0.126 g, 1.06 mmoles). The reaction was heated at reflux for three hours, cooled to room temperature and diluted with isopropyl ether (5 ml). The product slowly crystallized from solution. It was collected via suction filtration and dried under vacuum to obtain 0.18 g of t...